From a dataset of the Open Reaction Database (ORD), a public repository of structured organic reaction records. describe an organic reaction: reactants, conditions, products, and yield Reactants: [H-].[Na+] (sodium hydride), COC1=CC=C(C=C1)NC1=NC=CC(=N1)C=1C=NC=CC1 (N-(4-methoxyphenyl)-4-(3-pyridinyl)-2-pyrimidinamine), CI (methyl iodide). Run in CN(C=O)C (dimethylformamide), CN(C=O)C (dimethylformamide). Run at time 45 minute. Yields the product COC1=CC=C(C=C1)N(C1=NC=CC(=N1)C=1C=NC=CC1)C (N-(4-Methoxyphenyl)-N-methyl-4-(3-pyridinyl)-2-pyrimidinamine). As a reaction SMILES: [CH3:1][O:2][C:3]1[CH:8]=[CH:7][C:6]([NH:9][C:10]2[N:15]=[C:14]([C:16]3[CH:17]=[N:18][CH:19]=[CH:20][CH:21]=3)[CH:13]=[CH:12][N:11]=2)=[CH:5][CH:4]=1.[H-].[Na+].[CH3:24]I>CN(C)C=O>[CH3:1][O:2][C:3]1[CH:4]=[CH:5][C:6]([N:9]([CH3:24])[C:10]2[N:15]=[C:14]([C:16]3[CH:17]=[N:18][CH:19]=[CH:20][CH:21]=3)[CH:13]=[CH:12][N:11]=2)=[CH:7][CH:8]=1 |f:1.2|. Procedure details: A 2.78 g portion of N-(4-methoxyphenyl)-4-(3-pyridinyl)-2-pyrimidinamine was dissolved in 30 ml of dimethylformamide. A 528 mg portion of sodium hydride (50% in oil) was added, the reaction sealed and stirred for 45 minutes. A solution of 1.70 g of methyl iodide in 2 ml of dimethylformamide was added, the sealed mixture was stirred overnight and the solvent removed. The residue was partitioned between water and chloroform. The organic phase was dried, filtered and evaporated. The residue was cry...